This data is from the Open Reaction Database (ORD), a public repository of structured organic reaction records. The task is: describe an organic reaction: reactants, conditions, products, and yield Starting materials: resultant mixture, BrC1=CC2=NC3=CC=C(C=C3N=C2C=C1)Br (2,7-dibromophenazine), C(CCC)[Sn](C(=C)OCC)(CCCC)CCCC (tributyl(1-ethoxyvinyl)stannane). Reagents/catalysts: C1=CC=C(C=C1)P([C-]2C=CC=C2)C3=CC=CC=C3.C1=CC=C(C=C1)P([C-]2C=CC=C2)C3=CC=CC=C3.Cl[Pd]Cl.[Fe+2] (Pd(dppf)Cl2). Run in O1CCOCC1 (dioxane). Yields the product C(C)OC(=C)C1=CC2=NC3=CC=C(C=C3N=C2C=C1)C(=C)OCC (2,7-bis(1-ethoxyvinyl)phenazine). Yield: 88.1%. As a reaction SMILES: Br[C:2]1[CH:15]=[CH:14][C:13]2[C:4](=[N:5][C:6]3[C:11]([N:12]=2)=[CH:10][C:9](Br)=[CH:8][CH:7]=3)[CH:3]=1.C([Sn](CCCC)(CCCC)[C:22]([O:24][CH2:25][CH3:26])=[CH2:23])CCC>O1CCOCC1.C1C=CC(P(C2C=CC=CC=2)[C-]2C=CC=C2)=CC=1.C1C=CC(P(C2C=CC=CC=2)[C-]2C=CC=C2)=CC=1.Cl[Pd]Cl.[Fe+2]>[CH2:25]([O:24][C:22]([C:2]1[CH:15]=[CH:14][C:13]2[C:4](=[N:5][C:6]3[C:11]([N:12]=2)=[CH:10][C:9]([C:22]([O:24][CH2:25][CH3:26])=[CH2:23])=[CH:8][CH:7]=3)[CH:3]=1)=[CH2:23])[CH3:26] |f:3.4.5.6|. Reported procedure: To a solution of 2,7-dibromophenazine (13-2) (1.52 g, 4.50 mmol) in dry dioxane (75 mL) under N2 was added tributyl(1-ethoxyvinyl)stannane (3.34 ml, 9.89 mmol) and Pd(dppf)Cl2 (0.316 g, 0.450 mmol). The resultant mixture was heated at 100° C. for 4 hrs in a sealed tube. The crude reaction mixture was filtered through CELITE™ 545, and the volatiles were removed in vacuo. The crude brown solid was triturated with isohexanes and filtered to give 2,7-bis(1-ethoxyvinyl)phenazine as a brown solid (1.2...